describe an organic reaction: reactants, conditions, products, and yield From a dataset of the Open Reaction Database (ORD), a public repository of structured organic reaction records. The reactants are ClC=1C=C(C(N(C1C)C(C)C)=O)C(=O)OCC (ethyl 5-chloro-1-isopropyl-6-methyl-2-oxo-1,2-dihydropyridine-3-carboxylate), 1(6), [OH-].[Na+] (sodium hydroxide). Solvent: O1CCCC1 (tetrahydrofuran), CO (methanol). Run at time 16 hour. The product is ClC=1C=C(C(N(C1C)C(C)C)=O)C(=O)O (5-Chloro-1-isopropyl-6-methyl-2-oxo-1,2-dihydropyridine-3-carboxylic acid). The yield is 94.0%. Reaction SMILES: [Cl:1][C:2]1[CH:3]=[C:4]([C:13]([O:15]CC)=[O:14])[C:5](=[O:12])[N:6]([CH:9]([CH3:11])[CH3:10])[C:7]=1[CH3:8].[OH-].[Na+]>O1CCCC1.CO>[Cl:1][C:2]1[CH:3]=[C:4]([C:13]([OH:15])=[O:14])[C:5](=[O:12])[N:6]([CH:9]([CH3:11])[CH3:10])[C:7]=1[CH3:8] |f:1.2|. Procedure: To a stirred solution of ethyl 5-chloro-1-isopropyl-6-methyl-2-oxo-1,2-dihydropyridine-3-carboxylate as prepared in 1(6) (203 mg, 0.79 mmol) in tetrahydrofuran (2 mL) and methanol (2 mL) was added 2N sodium hydroxide aqueous solution (2 mL) at room temperature, and the mixture was stirred at room temperature for 16 h. Then, the solvent was removed in vacuo. The residue was diluted with water (30 mL), acidified with 2N hydrochloric acid aqueous solution (pH˜2) and extracted with dichloromethane (...